From a dataset of the Open Reaction Database (ORD), a public repository of structured organic reaction records. describe an organic reaction: reactants, conditions, products, and yield The reactants are BrC1C2C(C(=O)NC2=O)CCC1Br (3,4-Dibromohexahydrophthalimide), N1=CC=CC=C1 (pyridine), BrC1=C(C(=O)Cl)C=C(C(=C1Br)Br)Br (2,3,4,5-Tetrabromobenzoyl chloride). The solvent is C1=CC=CC=C1 (benzene). Yields the product BrC1=C(C(=O)N2C(C3C(C2=O)C(C(CC3)Br)Br)=O)C=C(C(=C1Br)Br)Br (N-(2,3,4,5-tetrabromobenzoyl)-3,4-dibromohexahydrophthalimide). Reaction SMILES: [Br:1][CH:2]1[CH:12]([Br:13])[CH2:11][CH2:10][CH:4]2[C:5]([NH:7][C:8](=[O:9])[CH:3]12)=[O:6].N1C=CC=CC=1.[Br:20][C:21]1[C:29]([Br:30])=[C:28]([Br:31])[C:27]([Br:32])=[CH:26][C:22]=1[C:23](Cl)=[O:24]>C1C=CC=CC=1>[Br:20][C:21]1[C:29]([Br:30])=[C:28]([Br:31])[C:27]([Br:32])=[CH:26][C:22]=1[C:23]([N:7]1[C:8](=[O:9])[CH:3]2[CH:2]([Br:1])[CH:12]([Br:13])[CH2:11][CH2:10][CH:4]2[C:5]1=[O:6])=[O:24]. Procedure details: 3,4-Dibromohexahydrophthalimide (0.10 mole), benzene (300 ml) and pyridine (0.11 mole) are charged into a glass reaction vessel equipped with a mechanical stirrer, thermometer and reflux condenser. 2,3,4,5-Tetrabromobenzoyl chloride (0.10 mole) is then added dropwise to the flask with stirring at room temperature. After the addition is completed the reaction mixture is heated at reflux with continued stirring for a period of about 1 hour. After this time the reaction mixture is filtered and the ... The reactants are O=C([O-])[O-], CN1CCCC1=O, [Cs+], [Cs+], OC1CCC(c2cccnc2F)CC1, O, Oc1ccc(Nc2nc3ccccc3s2)cc1. Yields the product OC1CCC(c2cccnc2Oc2ccc(Nc3nc4ccccc4s3)cc2)CC1. RXN SMILES: [C:18](=[O:19])([O-:20])[O-:21].[CH3:38][N:39]1[CH2:40][CH2:41][CH2:42][C:43]1=[O:44].[Cs+:22].[Cs+:23].[F:24][c:25]1[n:26][cH:27][cH:28][cH:29][c:30]1[CH:31]1[CH2:32][CH2:33][CH:34]([OH:37])[CH2:35][CH2:36]1.[OH2:45].[s:1]1[c:2]([NH:10][c:11]2[cH:12][cH:13][c:14]([OH:17])[cH:15][cH:16]2)[n:3][c:4]2[c:5]1[cH:6][cH:7][cH:8][cH:9]2>>[s:1]1[c:2]([NH:10][c:11]2[cH:12][cH:13][c:14]([O:17][c:25]3[n:26][cH:27][cH:28][cH:29][c:30]3[CH:31]3[CH2:32][CH2:33][CH:34]([OH:37])[CH2:35][CH2:36]3)[cH:15][cH:16]2)[n:3][c:4]2[c:5]1[cH:6][cH:7][cH:8][cH:9]2. Reaction SMILES: [Br:1][c:2]1[cH:3][cH:4][c:5]([CH2:6][c:7]2[c:8]3[c:9]([s:10][c:11]2-[c:12]2[cH:13][cH:14][c:15]([O:18][CH2:19][CH2:20][N:21]4[CH2:22][CH2:23][CH2:24][CH2:25]4)[cH:16][cH:17]2)[cH:26][cH:27][cH:28][cH:29]3)[cH:30][cH:31]1.[CH2:32]1[CH2:33][CH2:34][NH:35][CH2:36]1.[O:37]=[CH:38][N:39]([CH3:40])[CH3:41]>>[c:2]1([C:38]([N:35]2[CH2:34][CH2:33][CH2:32][CH2:36]2)=[O:37])[cH:3][cH:4][c:5]([CH2:6][c:7]2[c:8]3[c:9]([s:10][c:11]2-[c:12]2[cH:13][cH:14][c:15]([O:18][CH2:19][CH2:20][N:21]4[CH2:22][CH2:23][CH2:24][CH2:25]4)[cH:16][cH:17]2)[cH:26][cH:27][cH:28][cH:29]3)[cH:30][cH:31]1. The reactants are Brc1ccc(Cc2c(-c3ccc(OCCN4CCCC4)cc3)sc3ccccc23)cc1, C1CCNC1, CN(C)C=O. The product is O=C(c1ccc(Cc2c(-c3ccc(OCCN4CCCC4)cc3)sc3ccccc23)cc1)N1CCCC1. Starting materials: BrCCCCN1CSC2(C1=O)CCCC2 (3-(4-bromobutyl)-1-thia-3-azaspiro[4.4]nonan-4-one), Cl.S1N=C(C2=C1C=CC=C2)N2CCNCC2 (1-(1,2-benzisothiazol-3-yl)piperazine hydrochloride), CO3, [Na+].[I-] (NaI), C(C)#N (acetonitrile). Conditions: temperature 70 celsius. Yields the product S1N=C(C2=C1C=CC=C2)N2CCN(CC2)CCCCN2CSC1(C2=O)CCCCC1 (3-(4-(1-[1,2-Benzisothiazol-3-yl]-4-piperazinyl)butyl)-1-thia-3-azaspiro[4.5]decan-4-one). As a reaction SMILES: Br[CH2:2][CH2:3][CH2:4][CH2:5][N:6]1[C:10](=[O:11])[C:9]2([CH2:15][CH2:14][CH2:13][CH2:12]2)[S:8][CH2:7]1.Cl.[S:17]1[C:21]2[CH:22]=[CH:23][CH:24]=[CH:25][C:20]=2[C:19]([N:26]2[CH2:31][CH2:30][NH:29][CH2:28][CH2:27]2)=[N:18]1.[Na+].[I-].[C:34](#N)C>>[S:17]1[C:21]2[CH:22]=[CH:23][CH:24]=[CH:25][C:20]=2[C:19]([N:26]2[CH2:27][CH2:28][N:29]([CH2:2][CH2:3][CH2:4][CH2:5][N:6]3[C:10](=[O:11])[C:9]4([CH2:15][CH2:14][CH2:13][CH2:12][CH2:34]4)[S:8][CH2:7]3)[CH2:30][CH2:31]2)=[N:18]1 |f:1.2,3.4|. Procedure details: A mixture of 3-(4-bromobutyl)-1-thia-3-azaspiro[4.4]nonan-4-one (4.00 g), 1-(1,2-benzisothiazol-3-yl)piperazine hydrochloride (3.67 g), K2 CO3 (7.00 g) and NaI (300 mg) in acetonitrile (220 ml) was heated at 70° C. for 20 hours and the product was processed in substantially the same manner as in Example 10 to afford 3.01 g of crystalline solid, m.p. 209° C.